This data is from the Open Reaction Database (ORD), a public repository of structured organic reaction records. The task is: describe an organic reaction: reactants, conditions, products, and yield The reactants are ONC(=N)C1=CC=C(C=C1)CC(C(=O)O)C1=CC(=CC=C1)C(F)(F)F (3-[4-(N-Hydroxycarbamimidoyl)-phenyl]-2-(3-trifluoromethyl-phenyl)-propionic acid). Reagents/catalysts: [Pd] (palladium/charcoal). Solvent: C(C)(=O)O (acetic acid). Reaction conditions: time 2 day. Yields the product C(C)(=O)O.C(N)(=N)C1=CC=C(C=C1)CC(C(=O)O)C1=CC(=CC=C1)C(F)(F)F (3-(4-Carbamimidoyl-phenyl)-2-(3-trifluoromethyl-phenyl)-propionic acid acetic acid salt). Isolated yield 130.7%. Reaction SMILES: O[NH:2][C:3]([C:5]1[CH:10]=[CH:9][C:8]([CH2:11][CH:12]([C:16]2[CH:21]=[CH:20][CH:19]=[C:18]([C:22]([F:25])([F:24])[F:23])[CH:17]=2)[C:13]([OH:15])=[O:14])=[CH:7][CH:6]=1)=[NH:4]>C(O)(=O)C.[Pd]>[C:13]([OH:15])(=[O:14])[CH3:12].[C:3]([C:5]1[CH:6]=[CH:7][C:8]([CH2:11][CH:12]([C:16]2[CH:21]=[CH:20][CH:19]=[C:18]([C:22]([F:23])([F:24])[F:25])[CH:17]=2)[C:13]([OH:15])=[O:14])=[CH:9][CH:10]=1)(=[NH:2])[NH2:4] |f:3.4|. Reported procedure: 3-[4-(N-Hydroxycarbamimidoyl)-phenyl]-2-(3-trifluoromethyl-phenyl)-propionic acid (680 mg, 1.93 mmol) was hydrogenated in acetic acid (50 ml) using palladium/charcoal (10%) as the catalyst. After two days, the catalyst was filtered off and the solvent evaporated in vacuo to give 500 mg of the desired product (65%). MS m/z: 337.2 (M+H)+. Reactants: tert-butoxycarbonyl anhydride, C([O-])([O-])=O.[K+].[K+] (potassium carbonate), ClC1=C(C2=C(CCN(CC2)C(C(F)(F)F)=O)C=C1)O (7-chloro-3-(2,2,2-trifluoroacetyl)-6-hydroxy-2,3,4,5-tetrahydro-1H-benzo[d]azepine). Run in C(Cl)Cl (DCM), O (water), CO (methanol). Product: C(C)(C)(C)OC(=O)N1CCC2=C(CC1)C(=C(C=C2)Cl)O (3-tert-Butoxycarbonyl-7-chloro-6-hydroxy-2,3,4,5-tetrahydro-1H-benzo[d]azepine). The yield is 209.4%. Reaction SMILES: [Cl:1][C:2]1[CH:18]=[CH:17][C:5]2[CH2:6][CH2:7][N:8](C(=O)C(F)(F)F)[CH2:9][CH2:10][C:4]=2[C:3]=1[OH:19].[C:20](=[O:23])([O-])[O-:21].[K+].[K+]>CO.O.C(Cl)Cl>[C:4]([O:21][C:20]([N:8]1[CH2:9][CH2:10][C:4]2[C:3]([OH:19])=[C:2]([Cl:1])[CH:18]=[CH:17][C:5]=2[CH2:6][CH2:7]1)=[O:23])([CH3:10])([CH3:5])[CH3:3] |f:1.2.3|. Reported procedure: Dissolve 7-chloro-3-(2,2,2-trifluoroacetyl)-6-hydroxy-2,3,4,5-tetrahydro-1H-benzo[d]azepine (2.0 g, 6.80 mmol) in methanol (100 mL). Add potassium carbonate (14.08 g, 102 mmol) in water (50 mL) slowly. Stir the reaction at RT for 2 h, add tert-butoxycarbonyl anhydride (1.59 g, 7.48 mmol) in DCM (70 mL) and stir vigorously for 17 h. Concentrate the organic layer, wash the aqueous layer with DCM (3×50 mL), combine the organic layers, dry (MgSO4) and concentrate to give the title compound (2.12 g, ... Reactants: C(C)OC(=O)C1N(CC=C(C1)C)CC1=CC=CC=C1 (1-benzyl-4-methyl-1,2,3,6-tetrahydropyridine-2(R,S)-carboxylic acid ethyl ester), Cl (hydrochloric acid). The product is Cl.C(C1=CC=CC=C1)N1C(CC(=CC1)C)C(=O)O (1-Benzyl-4-methyl-1,2,3,6-tetrahydropyridine-2(R,S)-carboxylic acid hydrochloride). As a reaction SMILES: C([O:3][C:4]([CH:6]1[CH2:11][C:10]([CH3:12])=[CH:9][CH2:8][N:7]1[CH2:13][C:14]1[CH:19]=[CH:18][CH:17]=[CH:16][CH:15]=1)=[O:5])C.[ClH:20]>>[ClH:20].[CH2:13]([N:7]1[CH2:8][CH:9]=[C:10]([CH3:12])[CH2:11][CH:6]1[C:4]([OH:5])=[O:3])[C:14]1[CH:15]=[CH:16][CH:17]=[CH:18][CH:19]=1 |f:2.3|. Procedure details: A stirred solution of 1-benzyl-4-methyl-1,2,3,6-tetrahydropyridine-2(R,S)-carboxylic acid ethyl ester (Preparation 33(a); 20.1 g, 77.5 mmol) in 5M hydrochloric acid (200 ml) was heated at 100° C. for 4.5 hours and then evaporated to dryness under reduced pressure. Residual water was removed azeotropically using dichloromethane followed by toluene to give the required product (24.0 g) as a white foam, Rf 0.40 (SS 13), which was used without further purification in the next step. The reactants are Cl[O-].[Na+] (sodium hypochlorite), OC1=C(C(=O)O)C=CC=N1 (2-hydroxynicotinic acid), ClCl (chlorine), [OH-].[Na+] (Sodium hydroxide), solution, ClCl (chlorine). Run in ice. Conditions: time 0.5 hour. Product: ClC=1C=C(C(=NC1)O)C(=O)O (5-Chloro-2-hydroxy-3-pyridinecarboxylic acid). RXN SMILES: [OH-].[Na+].[Cl:3]Cl.Cl[O-].[Na+].[OH:8][C:9]1[N:17]=[CH:16][CH:15]=[CH:14][C:10]=1[C:11]([OH:13])=[O:12]>>[Cl:3][C:15]1[CH:14]=[C:10]([C:11]([OH:13])=[O:12])[C:9]([OH:8])=[N:17][CH:16]=1 |f:0.1,3.4|. Procedure: Sodium hydroxide, 336 g of 50% solution (4.2 mole) in 1 kg of ice was treated with bubbling chlorine gas while stirring until 78 g (1.1 mole) of chlorine was taken into the solution. To the resulting cold, basic sodium hypochlorite solution was added 142 g (1.0 mole) of 2-hydroxynicotinic acid in one portion. Within 1/2 hr the temperature had risen to 35° C. and dissolution had occurred. The mixture was stirred overnight after which time 13CNMR analysis indicated the ratio of starting material t...